This data is from the Open Reaction Database (ORD), a public repository of structured organic reaction records. The task is: describe an organic reaction: reactants, conditions, products, and yield Run in ClC(C)Cl (dichloroethane). Reagents/catalysts: S(=O)(=O)([O-])[O-].[Cu+2] (copper sulfate). Product: CC(C)(C)[S@@](=O)/N=C/C1=CC=C(C=C1)OC=1C=NC=NC1 ((R,E)-2-methyl-N-(4-(pyrimidin-5-yloxy)benzylidene)propane-2-sulfinamide). Starting materials: N1=CN=CC(=C1)OC1=CC=C(C=O)C=C1 (4-(pyrimidin-5-yloxy)benzaldehyde), C(C)(C)(C)[S@@](=O)N ((R)-(+)-tert-butanesulfinamide). Run at temperature 55 celsius. The yield is 82.8%. Procedure: A mixture of 4-(pyrimidin-5-yloxy)benzaldehyde (666 mg, 3.33 mmol), (R)-(+)-tert-butanesulfinamide (450 mg, 3.71 mmol) and copper sulfate (796 mg, 4.99 mmol) in anhydrous in dichloroethane (7.648 mL) and under argon was heated at 55° C. for ˜21 hours. The reaction mixture was allowed to cool to room temperature. The slurry was filtered through a celite pad, eluted with DCM (5×10 mL). The combined filtrates were concentrated under reduced pressure and the resulting yellowish oil was purified by c... As a reaction SMILES: [N:1]1[CH:6]=[C:5]([O:7][C:8]2[CH:15]=[CH:14][C:11]([CH:12]=O)=[CH:10][CH:9]=2)[CH:4]=[N:3][CH:2]=1.[C:16]([S@:20]([NH2:22])=[O:21])([CH3:19])([CH3:18])[CH3:17]>ClC(Cl)C.S([O-])([O-])(=O)=O.[Cu+2]>[CH3:17][C:16]([S@:20](/[N:22]=[CH:12]/[C:11]1[CH:14]=[CH:15][C:8]([O:7][C:5]2[CH:6]=[N:1][CH:2]=[N:3][CH:4]=2)=[CH:9][CH:10]=1)=[O:21])([CH3:19])[CH3:18] |f:3.4|.